Dataset: the Open Reaction Database (ORD), a public repository of structured organic reaction records. Task: describe an organic reaction: reactants, conditions, products, and yield The reactants are ClC1=CC(=CC=2N1N=C(N2)NC(C2=CN=CC=C2)=O)C(F)(F)F (N-[5-chloro-7-(trifluoromethyl)[1,2,4]triazolo[1,5-a]pyridin-2-yl]nicotinamide), Cl.OC[C@H]1[C@@H](CCCC1)N (trans-2-hydroxymethyl-1-cyclohexylamine hydrochloride). The product is OCC1C(CCCC1)NC1=CC(=CC=2N1N=C(N2)NC(C2=CN=CC=C2)=O)C(F)(F)F (N-[5-{[(1RS,2RS)-2-(hydroxymethyl)cyclohexyl]amino}-7-(trifluoromethyl)[1,2,4]triazolo[1,5-a]pyridin-2-yl]nicotinamide). RXN SMILES: Cl[C:2]1[N:7]2[N:8]=[C:9]([NH:11][C:12](=[O:19])[C:13]3[CH:18]=[CH:17][CH:16]=[N:15][CH:14]=3)[N:10]=[C:6]2[CH:5]=[C:4]([C:20]([F:23])([F:22])[F:21])[CH:3]=1.Cl.[OH:25][CH2:26][C@@H:27]1[CH2:32][CH2:31][CH2:30][CH2:29][C@H:28]1[NH2:33]>>[OH:25][CH2:26][CH:27]1[CH2:32][CH2:31][CH2:30][CH2:29][CH:28]1[NH:33][C:2]1[N:7]2[N:8]=[C:9]([NH:11][C:12](=[O:19])[C:13]3[CH:18]=[CH:17][CH:16]=[N:15][CH:14]=3)[N:10]=[C:6]2[CH:5]=[C:4]([C:20]([F:23])([F:22])[F:21])[CH:3]=1 |f:1.2|. Reported procedure: The title compound was prepared following procedure described for example 85, but starting from N-[5-chloro-7-(trifluoromethyl)[1,2,4]triazolo[1,5-a]pyridin-2-yl]nicotinamide ((B7), 50 mg; 0.15 mmol; 1.0 eq.) and trans-2-hydroxymethyl-1-cyclohexylamine hydrochloride (121 mg; 0.73 mmol; 5.0 eq.) as a white solid (32 mg, 50%). HPLC, Rt: 3.00 min. (purity 89.6%). LC/MS, M+(ESI): 435.1, M−(ESI): 433.0. Starting materials: O=C([O-])[O-], SCc1ccccc1, CN(C)C=O, N#Cc1ccc(F)c(F)c1, [K+], [K+], O. Yields the product N#Cc1ccc(SCc2ccccc2)c(F)c1. Reaction SMILES: [C:11](=[O:12])([O-:13])[O-:14].[CH2:17]([c:18]1[cH:19][cH:20][cH:21][cH:22][cH:23]1)[SH:24].[CH3:26][N:27]([CH3:28])[CH:29]=[O:30].[F:1][c:2]1[cH:3][c:4]([C:5]#[N:6])[cH:7][cH:8][c:9]1[F:10].[K+:15].[K+:16].[OH2:25]>>[F:1][c:2]1[cH:3][c:4]([C:5]#[N:6])[cH:7][cH:8][c:9]1[S:24][CH2:17][c:18]1[cH:19][cH:20][cH:21][cH:22][cH:23]1. Product: NCC1CCN(Cc2ccc(Cl)cc2)CC1. RXN SMILES: [CH3:24][C:25]#[N:26].[Cl:15][c:16]1[cH:17][cH:18][c:19]([CH2:20][Cl:21])[cH:22][cH:23]1.[K+:10].[K+:9].[NH2:1][CH2:2][CH:3]1[CH2:4][CH2:5][NH:6][CH2:7][CH2:8]1.[O-:11][C:12]([O-:13])=[O:14]>>[NH2:1][CH2:2][CH:3]1[CH2:4][CH2:5][N:6]([CH2:20][c:19]2[cH:18][cH:17][c:16]([Cl:15])[cH:23][cH:22]2)[CH2:7][CH2:8]1. Reactants: CC#N, ClCc1ccc(Cl)cc1, [K+], [K+], NCC1CCNCC1, O=C([O-])[O-]. Reactants: NC1=C(C(=C(C(=O)OC)C=C1Cl)OC)OC (methyl 4-amino-5-chloro-2,3-dimethoxybenzoate), [OH-].[K+] (potassium hydroxide), Cl (hydrochloric acid). Solvent: O (water). Product: NC1=C(C(=C(C(=O)O)C=C1Cl)OC)OC (4-amino-5-chloro-2,3-di-methoxybenzoic acid). Isolated yield 84.7%. RXN SMILES: [NH2:1][C:2]1[C:11]([Cl:12])=[CH:10][C:5]([C:6]([O:8]C)=[O:7])=[C:4]([O:13][CH3:14])[C:3]=1[O:15][CH3:16].[OH-].[K+].Cl>O>[NH2:1][C:2]1[C:11]([Cl:12])=[CH:10][C:5]([C:6]([OH:8])=[O:7])=[C:4]([O:13][CH3:14])[C:3]=1[O:15][CH3:16] |f:1.2|. Procedure: A mixture of intermediate (2-d) (0.27 mol) and potassium hydroxide (2.7 mol) in water (1000 ml) was stirred and refluxed for 2 hours. The reaction mixture was cooled and acidified with hydrochloric acid (36%), and the resulting precipitate was filtered off, washed with water and dried, yielding 53 g (84.8%) of 4-amino-5-chloro-2,3-di-methoxybenzoic acid (intern. 2-e). Starting materials: C(=O)([O-])[O-].[Na+].[Na+] (Na2CO3), CC1C(CCCC1)=O (2-methylcyclohexanone), C1CCCCC1 (cyclohexane), O (H2O). Solvent: CCCCCC (n-hexane). Reaction conditions: time 3 hour. Product: CC1CCCCC(O1)=O (7-methyl-2-oxepanone). RXN SMILES: [CH3:1][CH:2]1[CH2:7][CH2:6][CH2:5][CH2:4][C:3]1=[O:8].C1CCCCC1.O.C([O-])([O-])=[O:17].[Na+].[Na+]>CCCCCC>[CH3:1][CH:2]1[O:17][C:3](=[O:8])[CH2:4][CH2:5][CH2:6][CH2:7]1 |f:3.4.5|. Procedure: 3.15 g of 2-methylcyclohexanone and 3.85 g of cyclohexane percarboxylic acid, dissolved in n-hexane, are kept at 50° C. for 3 hours under agitation. The reaction product is treated with H2O, then neutralized with a solution of Na2CO3 and finally extracted with ethyl acetate. After solvent distillation, one obtains 3.3 g of 7-methyl-2-oxepanone, identified by mass spectrometry (EI, 70 eV), yielding the following m/e values: 128, 98, 80, 69, 55, 42. Reactants: ClCCCBr, O=C([O-])[O-], CC#N, Fc1ccc(N2CCNCC2)cc1, [K+], [K+]. Yields the product Fc1ccc(N2CCN(CCCCl)CC2)cc1. RXN SMILES: [Br:1][CH2:2][CH2:3][CH2:4][Cl:5].[C:19](=[O:20])([O-:21])[O-:22].[CH3:25][C:26]#[N:27].[F:6][c:7]1[cH:8][cH:9][c:10]([N:13]2[CH2:14][CH2:15][NH:16][CH2:17][CH2:18]2)[cH:11][cH:12]1.[K+:23].[K+:24]>>[CH2:2]([CH2:3][CH2:4][Cl:5])[N:16]1[CH2:15][CH2:14][N:13]([c:10]2[cH:9][cH:8][c:7]([F:6])[cH:12][cH:11]2)[CH2:18][CH2:17]1. The reactants are CC1=C(N2[C@@H]([C@@H](C2=O)N)SC1)C(=O)O (7-aminodesacetoxycephalosporanic acid), CC(=O)C (acetone), C(C)(C)OC(C)C (isopropyl ether), C1(=CC=CC=C1)C(C(=O)Cl)C(=O)OC(C1=CC=CC=C1)C1=CC=CC=C1 (2-phenyl-2-benzhydryloxycarbonylacetyl chloride). The solvent is O (water), [OH-].[Na+] (sodium hydroxide), [OH-].[Na+] (NaOH). Reaction conditions: time 3 minute. Yields the product C(C1=CC=CC=C1)(C1=CC=CC=C1)OC(=O)C(C(=O)NC1[C@@H]2N(C(=C(CS2)C)C(=O)O)C1=O)C1=CC=CC=C1 (7-(2-benzhydryloxycarbonyl-2-phenylacetamido)-3-methylceph-3-em-4 -carboxylic acid). RXN SMILES: [CH3:1][C:2]1[CH2:11][S:10][C@@H:5]2[C@H:6]([NH2:9])[C:7](=[O:8])[N:4]2[C:3]=1[C:12]([OH:14])=[O:13].CC(C)=O.C(OC(C)C)(C)C.[C:26]1([CH:32]([C:36]([O:38][CH:39]([C:46]2[CH:51]=[CH:50][CH:49]=[CH:48][CH:47]=2)[C:40]2[CH:45]=[CH:44][CH:43]=[CH:42][CH:41]=2)=[O:37])[C:33](Cl)=[O:34])[CH:31]=[CH:30][CH:29]=[CH:28][CH:27]=1>O.[OH-].[Na+]>[CH:39]([O:38][C:36]([CH:32]([C:26]1[CH:31]=[CH:30][CH:29]=[CH:28][CH:27]=1)[C:33]([NH:9][CH:6]1[C:7](=[O:8])[N:4]2[C:3]([C:12]([OH:14])=[O:13])=[C:2]([CH3:1])[CH2:11][S:10][C@H:5]12)=[O:34])=[O:37])([C:46]1[CH:51]=[CH:50][CH:49]=[CH:48][CH:47]=1)[C:40]1[CH:41]=[CH:42][CH:43]=[CH:44][CH:45]=1 |f:5.6|. Reported procedure: Following a procedure analogous to that of Goldman et al. (loc. cit.), 7-aminodesacetoxycephalosporanic acid (7-amino-3-methylceph-3-em-4-carboxylic acid; 74.9 g., 0.35 mole) is dissolved in well-stirred water (200 ml.) by the slow addition of sodium hydroxide (approximately 75 ml. of 4 N) to a pH of 7.5. To this solution is added 200 ml. of acetone. Keeping the temperature at 10° to 15° C., the isopropyl ether solution of 2-phenyl-2-benzhydryloxycarbonylacetyl chloride prepared above is added w... Reported procedure: Eighty grams of the crude 1,2,4-triacetoxybenzene were dissolved in 200 ml of methanol containing 6 g of concentrated sulfuric acid. The reaction mixture was boiled under reflux for one hour. Then the solution was cooled to room temperature and neutralized with an equivalent amount of fine powdered sodium carbonate. Thereafter 800 ml of ethylether was added whereupon sodium sulfate precipitated out, which was removed by filtration. Reaction by-products and contaminants being responsible for a da... The solvent is CO (methanol), S(O)(O)(=O)=O (sulfuric acid). Yields the product OC1=C(C=C(C=C1)O)O (1,2,4-trihydroxybenzene). RXN SMILES: C([O:4][C:5]1[CH:10]=[CH:9][C:8]([O:11]C(=O)C)=[CH:7][C:6]=1[O:15]C(=O)C)(=O)C.C(=O)([O-])[O-].[Na+].[Na+].C(OCC)C.S([O-])([O-])(=O)=O.[Na+].[Na+]>CO.S(=O)(=O)(O)O>[OH:4][C:5]1[CH:10]=[CH:9][C:8]([OH:11])=[CH:7][C:6]=1[OH:15] |f:1.2.3,5.6.7|. Reactants: C(C)(=O)OC1=C(C=C(C=C1)OC(C)=O)OC(C)=O (1,2,4-triacetoxybenzene), C([O-])([O-])=O.[Na+].[Na+] (sodium carbonate), C(C)OCC (ethylether), S(=O)(=O)([O-])[O-].[Na+].[Na+] (sodium sulfate). Product: C(C)(C)(C)C=1C=C(C=2CCC(C2C1)(C)C)O (6-t-butyl-1,1-dimethyl-indan-4-ol). The solvent is CO (MeOH). Procedure: To a solution of the above indane 14 (0.36 g, 1.37 mmol) dissolved in 15 rnd. MeOH was added solid K2CO3 (0.38 g, 2.74 mmol). The reaction mixture was allowed to stir overnight at room temperature. MeOH was evaporated and the residue was diluted with 10 mL of water. The aqueous layer was then acidified with 5% HCl until pH=4 or 5. Aqueous layer was extracted with EtOAc (2×10 mL). Then the organic layer was washed with saturated NaCl and dried with Na2SO4. Organics were concentrated in vacuo to p... Conditions: time 8 hour. The reactants are C(=O)([O-])[O-].[K+].[K+] (K2CO3), C(C)(=O)OC=1C=2CCC(C2C=C(C1)C(C)(C)C)(C)C (6-t-butyl-1,1-dimethyl-indan-4-ol acetate). RXN SMILES: C([O:4][C:5]1[C:6]2[CH2:7][CH2:8][C:9]([CH3:19])([CH3:18])[C:10]=2[CH:11]=[C:12]([C:14]([CH3:17])([CH3:16])[CH3:15])[CH:13]=1)(=O)C.C([O-])([O-])=O.[K+].[K+]>CO>[C:14]([C:12]1[CH:13]=[C:5]([OH:4])[C:6]2[CH2:7][CH2:8][C:9]([CH3:19])([CH3:18])[C:10]=2[CH:11]=1)([CH3:17])([CH3:15])[CH3:16] |f:1.2.3|. Yield: 83.6%.